Dataset: the Open Reaction Database (ORD), a public repository of structured organic reaction records. Task: describe an organic reaction: reactants, conditions, products, and yield Starting materials: ClC=1C(=NC=NC1Cl)N (5,6-dichloropyrimidin-4-amine), OC1CC2(CN(C2)C(=O)OC(C)(C)C)C1 (tert-butyl 6-hydroxyl-2-azaspiro[3.3]heptane-2-carboxylate), N1=CC=C(C=C1)OC1=CC=C(C=C1)B(O)O ((4-(pyridin-4-yloxy)phenyl)boronic acid), C(C=C)(=O)O (acrylic acid). The product is NC1=C(C(=NC=N1)OC1CC2(CN(C2)C(C=C)=O)C1)C1=CC=C(C=C1)OC1=CC=NC=C1 (1-(6-((6-amino-5-(4-(pyridin-4-yloxy)phenyl)pyrimidin-4-yl)oxy)-2-azaspiro[3.3]heptan-2-yl)prop-2-en-1-one). RXN SMILES: Cl[C:2]1[C:3]([NH2:9])=[N:4][CH:5]=[N:6][C:7]=1Cl.[OH:10][CH:11]1[CH2:24][C:13]2([CH2:16][N:15]([C:17]([O:19]C(C)(C)C)=O)[CH2:14]2)[CH2:12]1.[N:25]1[CH:30]=[CH:29][C:28]([O:31][C:32]2[CH:37]=[CH:36][C:35](B(O)O)=[CH:34][CH:33]=2)=[CH:27][CH:26]=1.[C:41](O)(=O)[CH:42]=C>>[NH2:9][C:3]1[N:4]=[CH:5][N:6]=[C:7]([O:10][CH:11]2[CH2:12][C:13]3([CH2:14][N:15]([C:17](=[O:19])[CH:41]=[CH2:42])[CH2:16]3)[CH2:24]2)[C:2]=1[C:35]1[CH:36]=[CH:37][C:32]([O:31][C:28]2[CH:29]=[CH:30][N:25]=[CH:26][CH:27]=2)=[CH:33][CH:34]=1. Procedure details: 1-(6-((6-amino-5-(4-(pyridin-4-yloxy)phenyl)pyrimidin-4-yl)oxy)-2-azaspiro[3.3]heptan-2-yl)prop-2-en-1-one was prepared from 5,6-dichloropyrimidin-4-amine, tert-butyl 6-hydroxyl-2-azaspiro[3.3]heptane-2-carboxylate, (4-(pyridin-4-yloxy)phenyl)boronic acid and acrylic acid according to general scheme 3 using methods S1, S2, S3, and S4A. HPLC purity: 99%. MS: m/z=430 [M+H]+. 1H NMR (CD3OD) δ 8.75 (m, 2H), 8.31 (m, 1H), 7.56 (m, 4H), 7.44 (m, 2H), 6.27 (m, 1H), 5.73 (m, 1H), 5.24 (m, 1H), 4.26 (d, ... Reactants: CC(=O)O[BH-](OC(C)=O)OC(C)=O, ClCCCl, [Na+], O=C1CCCC1, Nc1cccc2cc(C3=NCCS3)[nH]c12. Yields the product c1cc(NC2CCCC2)c2[nH]c(C3=NCCS3)cc2c1. Reaction SMILES: [C:22]([O:23][BH-:24]([O:25][C:26](=[O:27])[CH3:28])[O:29][C:30](=[O:31])[CH3:32])(=[O:33])[CH3:34].[Cl:36][CH2:37][CH2:38][Cl:39].[Na+:35].[O:16]=[C:17]1[CH2:18][CH2:19][CH2:20][CH2:21]1.[S:1]1[C:2]([c:6]2[nH:7][c:8]3[c:9]([NH2:15])[cH:10][cH:11][cH:12][c:13]3[cH:14]2)=[N:3][CH2:4][CH2:5]1>>[S:1]1[C:2]([c:6]2[nH:7][c:8]3[c:9]([NH:15][CH:17]4[CH2:18][CH2:19][CH2:20][CH2:21]4)[cH:10][cH:11][cH:12][c:13]3[cH:14]2)=[N:3][CH2:4][CH2:5]1. The reactants are OCCN(C1=C(C=C(C=C1)O)F)CCO (N,N-bis-(2-hydroxyethyl)-2-fluoro-4-hydroxyaniline), [OH-].[K+] (KOH), C1=CC=C(C=C1)CBr (BnBr). Solvent: CCO (EtOH). Yields the product OCCN(C1=C(C=C(C=C1)OCC1=CC=CC=C1)F)CCO (N,N-bis-(2-hydroxyethyl)-2-fluoro-4-benzyloxyaniline). Yield: 81.3%. RXN SMILES: [OH:1][CH2:2][CH2:3][N:4]([CH2:13][CH2:14][OH:15])[C:5]1[CH:10]=[CH:9][C:8]([OH:11])=[CH:7][C:6]=1[F:12].[OH-].[K+].[CH:18]1[CH:23]=[CH:22][C:21]([CH2:24]Br)=[CH:20][CH:19]=1>CCO>[OH:1][CH2:2][CH2:3][N:4]([CH2:13][CH2:14][OH:15])[C:5]1[CH:10]=[CH:9][C:8]([O:11][CH2:24][C:21]2[CH:22]=[CH:23][CH:18]=[CH:19][CH:20]=2)=[CH:7][C:6]=1[F:12] |f:1.2|. Procedure: To a solution of N,N-bis-(2-hydroxyethyl)-2-fluoro-4-hydroxyaniline (2 g) and KOH (0.64 g, 10.0 mmole) in EtOH (13 mL) was added BnBr (1.1 mL, 9.1 mmole) and the reaction mixture stirred at reflux for 3 h. The reaction mixture was cooled, evaporated to in dryness and purified by silica gel chromatography (0-7% MeOH/DCM) to provide N,N-bis-(2-hydroxyethyl)-2-fluoro-4-benzyloxyaniline (2.26 g) as a yellow syrup. The reactants are CC(C)(C)[Si](C)(C)OC1CC=C(OS(=O)(=O)C(F)(F)F)CC1, OB(O)c1cccnc1F, [Na+], [Na+], O=C([O-])[O-], O, c1ccc(P(c2ccccc2)(c2ccccc2)[Pd](P(c2ccccc2)(c2ccccc2)c2ccccc2)(P(c2ccccc2)(c2ccccc2)c2ccccc2)P(c2ccccc2)(c2ccccc2)c2ccccc2)cc1. The product is CC(C)(C)[Si](C)(C)OC1CC=C(c2cccnc2F)CC1. As a reaction SMILES: [F:1][C:2]([F:3])([F:4])[S:5]([O:6][C:7]1=[CH:8][CH2:9][CH:10]([O:13][Si:14]([CH3:15])([CH3:16])[C:17]([CH3:18])([CH3:19])[CH3:20])[CH2:11][CH2:12]1)(=[O:21])=[O:22].[F:30][c:31]1[n:32][cH:33][cH:34][cH:35][c:36]1[B:37]([OH:38])[OH:39].[Na+:23].[Na+:24].[O-:25][C:26](=[O:27])[O-:28].[OH2:29].[cH:40]1[cH:41][cH:42][c:43]([P:44]([Pd:45]([P:46]([c:47]2[cH:48][cH:49][cH:50][cH:51][cH:52]2)([c:53]2[cH:54][cH:55][cH:56][cH:57][cH:58]2)[c:59]2[cH:60][cH:61][cH:62][cH:63][cH:64]2)([P:65]([c:66]2[cH:67][cH:68][cH:69][cH:70][cH:71]2)([c:72]2[cH:73][cH:74][cH:75][cH:76][cH:77]2)[c:78]2[cH:79][cH:80][cH:81][cH:82][cH:83]2)[P:84]([c:85]2[cH:86][cH:87][cH:88][cH:89][cH:90]2)([c:91]2[cH:92][cH:93][cH:94][cH:95][cH:96]2)[c:97]2[cH:98][cH:99][cH:100][cH:101][cH:102]2)([c:103]2[cH:104][cH:105][cH:106][cH:107][cH:108]2)[c:109]2[cH:110][cH:111][cH:112][cH:113][cH:114]2)[cH:115][cH:116]1>>[C:7]1([c:36]2[c:31]([F:30])[n:32][cH:33][cH:34][cH:35]2)=[CH:8][CH2:9][CH:10]([O:13][Si:14]([CH3:15])([CH3:16])[C:17]([CH3:18])([CH3:19])[CH3:20])[CH2:11][CH2:12]1. Run in O (water), O (water). Reported procedure: 10 ml of water and 30 mg of SDS were homogenized to an emulsion. To this emulsion, 125 ml of the ferrofluid from Example 7 (Preparation of water-based ferrofluid) was added and mixed with the dispersion from step 1 in a reactor. The reactants are CCCCCCCCCCCCOS(=O)(=O)[O-].[Na+] (SDS). As a reaction SMILES: [CH3:1][CH2:2][CH2:3][CH2:4][CH2:5][CH2:6][CH2:7][CH2:8][CH2:9][CH2:10][CH2:11][CH2:12]OS([O-])(=O)=O.[Na+]>O>[CH3:1][CH2:2][CH2:3][CH2:4][CH2:5][CH2:6][CH2:7][CH2:8][CH2:9][CH2:10][CH2:11][CH2:12][CH2:1][CH2:2][CH2:3][CH3:4] |f:0.1|. The product is CCCCCCCCCCCCCCCC (hexadecane).